From a dataset of the Open Reaction Database (ORD), a public repository of structured organic reaction records. describe an organic reaction: reactants, conditions, products, and yield Reactants: BrC=1C=NC=C(C1)Br (3,5-dibromopyridine), OC[C@@H]1CCC(N1)=O ((S)-5-(hydroxymethyl)pyrrolidin-2-one), C([O-])([O-])=O.[K+].[K+] (potassium carbonate), CNCCNC (N,N′-dimethylethylenediamine). The reagents and catalysts are [Cu]I (copper (I) iodide). Run in O1CCOCC1 (1,4-dioxane). Run at temperature 110 celsius. The product is BrC=1C=C(C=NC1)N1C(CC[C@H]1CO)=O ((S)-1-(5-Bromo-pyridin-3-yl)-5-hydroxymethyl-pyrrolidin-2-one). Yield: 24.5%. As a reaction SMILES: Br[C:2]1[CH:3]=[N:4][CH:5]=[C:6]([Br:8])[CH:7]=1.[OH:9][CH2:10][C@H:11]1[NH:15][C:14](=[O:16])[CH2:13][CH2:12]1.C(=O)([O-])[O-].[K+].[K+].CNCCNC>O1CCOCC1.[Cu]I>[Br:8][C:6]1[CH:7]=[C:2]([N:15]2[C@H:11]([CH2:10][OH:9])[CH2:12][CH2:13][C:14]2=[O:16])[CH:3]=[N:4][CH:5]=1 |f:2.3.4|. Procedure details: In a sealed tube, 3,5-dibromopyridine (0.5 g, 2.11 mmol) was combined with (S)-5-(hydroxymethyl)pyrrolidin-2-one (0.243 g, 2.11 mmol), copper (I) iodide (0.040 g, 0.021 mmol), potassium carbonate (0.583 g, 4.22 mmol) and N,N′-dimethylethylenediamine (0.037 g, 0.042 mmol) in 1,4-dioxane (20 mL). The reaction mixture was heated to 110° C. over night. The mixture was cooled to room temperature, filtered through Dicalite and washed with DCM. The residue was purified by silica gel flash chromatograph...